Dataset: the Open Reaction Database (ORD), a public repository of structured organic reaction records. Task: describe an organic reaction: reactants, conditions, products, and yield Starting materials: CC#N, COc1ccc(N2CC3CCC2CCN3c2ncc3cc(F)ccc3n2)cc1, O. Product: Fc1ccc2nc(N3CCC4CCC3CN4)ncc2c1. As a reaction SMILES: [CH3:29][C:30]#[N:31].[F:1][c:2]1[cH:3][c:4]2[cH:5][n:6][c:7]([N:12]3[CH:13]4[CH2:14][N:15]([c:21]5[cH:22][cH:23][c:24]([O:25][CH3:26])[cH:27][cH:28]5)[CH:16]([CH2:17][CH2:18]3)[CH2:19][CH2:20]4)[n:8][c:9]2[cH:10][cH:11]1.[OH2:32]>>[F:1][c:2]1[cH:3][c:4]2[cH:5][n:6][c:7]([N:12]3[CH:13]4[CH2:14][NH:15][CH:16]([CH2:17][CH2:18]3)[CH2:19][CH2:20]4)[n:8][c:9]2[cH:10][cH:11]1. Procedure details: 2,6-dichloro-4′,5′-dimethoxy-6′-(2-fluorobenzyloxy)-2′-methylbenzophenone (coded BB-2); 6′-benzyloxy-4′,5′-dimethoxy-2,6-dimethyl-2′-methylbenzophenone (coded BB-3); and 3-bromo-2′,6-dimethyl-2,40 ,5′,6′-tetramethoxybenzophenone (coded BB-4). RXN SMILES: [Cl:1][C:2]1[CH:29]=[CH:28][CH:27]=[C:26]([Cl:30])[C:3]=1[C:4]([C:6]1[C:11]([O:12][CH2:13][C:14]2C=CC=[CH:16][C:15]=2F)=[C:10]([O:21][CH3:22])[C:9]([O:23][CH3:24])=[CH:8][C:7]=1[CH3:25])=[O:5].C(OC1C(C(=O)C2C(C)=CC=CC=2C)=C(C)C=C(OC)C=1OC)C1C=CC=CC=1>>[CH2:13]([O:12][C:11]1[C:6]([C:4](=[O:5])[C:3]2[C:2]([Cl:1])=[CH:29][CH:28]=[CH:27][C:26]=2[Cl:30])=[C:7]([CH3:25])[CH:8]=[C:9]([O:23][CH3:24])[C:10]=1[O:21][CH3:22])[CH2:14][CH2:15][CH3:16]. The product is C(CCC)OC1=C(C(=CC(=C1C(C1=C(C=CC=C1Cl)Cl)=O)C)OC)OC (6′-butoxy-2,6-dichloro-4′,5′-dimethoxy-2′-methylbenzophenone). Reactants: ClC1=C(C(=O)C2=C(C=C(C(=C2OCC2=C(C=CC=C2)F)OC)OC)C)C(=CC=C1)Cl (2,6-dichloro-4′,5′-dimethoxy-6′-(2-fluorobenzyloxy)-2′-methylbenzophenone), C(C1=CC=CC=C1)OC1=C(C(=CC(=C1C(C1=C(C=CC=C1C)C)=O)C)OC)OC (6′-benzyloxy-4′,5′-dimethoxy-2,6-dimethyl-2′-methylbenzophenone), 3-bromo-2′,6-dimethyl-2,40 ,5′,6′-tetramethoxybenzophenone. Reactants: C(C)(=O)OCC (ethyl acetate), [F-].C(CCC)[N+](CCCC)(CCCC)CCCC (tetrabutylammonium fluoride), solution, BrC=1C=C2C(=NN(C2=CC1Br)COCC[Si](C)(C)C)NC(CCC)=O (N-[5,6-dibromo-1-[[2-(trimethylsilyl)ethoxy]methyl]-1H-indazol-3-yl]butanamide). Solvent: O1CCCC1 (tetrahydrofuran), O1CCCC1 (tetrahydrofuran). The product is BrC=1C=C2C(=NNC2=CC1Br)NC(CCC)=O (N-[5,6-dibromo-1H-indazol-3-yl]butanamide). Isolated yield 62.6%. RXN SMILES: [F-].C([N+](CCCC)(CCCC)CCCC)CCC.[Br:19][C:20]1[CH:21]=[C:22]2[C:26](=[CH:27][C:28]=1[Br:29])[N:25](COCC[Si](C)(C)C)[N:24]=[C:23]2[NH:38][C:39](=[O:43])[CH2:40][CH2:41][CH3:42].C(OCC)(=O)C>O1CCCC1>[Br:19][C:20]1[CH:21]=[C:22]2[C:26](=[CH:27][C:28]=1[Br:29])[NH:25][N:24]=[C:23]2[NH:38][C:39](=[O:43])[CH2:40][CH2:41][CH3:42] |f:0.1|. Reported procedure: 12.2 cm3 of tetrabutylammonium fluoride as a 1M solution in tetrahydrofuran are added to 1 g of N-[5,6-dibromo-1-[[2-(trimethylsilyl)ethoxy]methyl]-1H-indazol-3-yl]butanamide, described previously, in 60 cm3 of tetrahydrofuran, and the mixture is refluxed for 18 hours; after cooling, 75 cm3 of ethyl acetate are added and the organic phase is washed successively with 100 cm3 of saturated sodium hydrogen carbonate solution and then with 75 cm3 of saturated sodium chloride solution. The organic pha... The reactants are C(=O)(Cl)Cl (Phosgene), CSCC1=C(C=CC=C1)S(=O)(=O)N (o-methylthiomethylbenzenesulfonamide), C1CN2CCN1CC2 (DABCO), C(CCC)N=C=O (n-butyl isocyanate). Solvent: C=1(C(=CC=CC1)C)C (xylene), C(Cl)Cl (methylene chloride). Conditions: time 1 hour. The product is CSCC1=C(C=CC=C1)S(=O)(=O)N=C=O (o-Methylthiomethylbenzenesulfonyl isocyanate). RXN SMILES: [C:1](Cl)(Cl)=[O:2].[CH3:5][S:6][CH2:7][C:8]1[CH:13]=[CH:12][CH:11]=[CH:10][C:9]=1[S:14]([NH2:17])(=[O:16])=[O:15].C1N2CCN(CC2)C1.C(N=C=O)CCC>C1(C)C(C)=CC=CC=1.C(Cl)Cl>[CH3:5][S:6][CH2:7][C:8]1[CH:13]=[CH:12][CH:11]=[CH:10][C:9]=1[S:14]([N:17]=[C:1]=[O:2])(=[O:16])=[O:15]. Procedure: Phosgene (2.5 ml, 35 mmol) was added portionwise into a nitrogen-purged mixture containing 6.8 g (31 mmol) of o-methylthiomethylbenzenesulfonamide, 0.1 g of DABCO, and 3.8 g (38 mmol) of n-butyl isocyanate in 60 ml of dry xylene, while the temperature was maintained at 130°-135° C. between additions. Stirring was continued for 1 hour at 130°-135° C. The mixture was cooled to room temperature and the solid was filtered off under nitrogen. The filtrate was concentrated to yield 9.0 g (theo 7.6 g) ... Starting materials: CC1(CN(C1)C=1C=NC(=CC1)[N+](=O)[O-])O (3-Methyl-1-(6-nitropyridin-3-yl)azetidin-3-ol). Reagents/catalysts: [Pd] (palladium on carbon). Run in CO (methanol). Reaction conditions: time 2 hour. Product: NC1=CC=C(C=N1)N1CC(C1)(O)C (1-(6-Aminopyridin-3-yl)-3-methylazetidin-3-ol). Isolated yield 93.8%. As a reaction SMILES: [CH3:1][C:2]1([OH:15])[CH2:5][N:4]([C:6]2[CH:7]=[N:8][C:9]([N+:12]([O-])=O)=[CH:10][CH:11]=2)[CH2:3]1>[Pd].CO>[NH2:12][C:9]1[N:8]=[CH:7][C:6]([N:4]2[CH2:5][C:2]([CH3:1])([OH:15])[CH2:3]2)=[CH:11][CH:10]=1. Reported procedure: A 100-mL Parr hydrogenation bottle was purged with nitrogen and charged with 207a (2.3 g, 11 mmol), 10% palladium on carbon (50% wet, 1.0 g) and methanol (100 mL). The bottle was evacuated, charged with hydrogen gas to a pressure of 25 psi and shaken for 2 h on a Parr hydrogenation apparatus. The hydrogen was then evacuated and nitrogen charged to the bottle. The catalyst was removed by filtration through a pad of Celite and the filtrate was concentrated under reduced pressure to afford 207b (1.... Reported procedure: To a solution of (4RS,5SR)-5-(4-(phenyloxy)phenyl)-4-((3-((1,1,2,2-tetrafluoroethyl)oxy)phenyl)methyl)-1,3-oxazolidin-2-one (3.7 g, 8.02 mmol) in ethanol (10 ml) was added 8N aqueous sodium hydroxide solution (5.0 ml, 40 mmol), and the mixture was heated under reflux for 4 hrs. The reaction solution was concentrated, diluted with water (100 ml) and extracted with ethyl acetate (100 ml×2). The extract was washed with saturated brine, dried over anhydrous magnesium sulfate and evaporated under red... Solvent: C(C)O (ethanol). Reactants: C1(=CC=CC=C1)OC1=CC=C(C=C1)C1C(NC(O1)=O)CC1=CC(=CC=C1)OC(C(F)F)(F)F ((4RS,5SR)-5-(4-(phenyloxy)phenyl)-4-((3-((1,1,2,2-tetrafluoroethyl)oxy)phenyl)methyl)-1,3-oxazolidin-2-one), [OH-].[Na+] (sodium hydroxide). The yield is 87.3%. As a reaction SMILES: [C:1]1([O:7][C:8]2[CH:13]=[CH:12][C:11]([CH:14]3[O:18]C(=O)[NH:16][CH:15]3[CH2:20][C:21]3[CH:26]=[CH:25][CH:24]=[C:23]([O:27][C:28]([F:33])([F:32])[CH:29]([F:31])[F:30])[CH:22]=3)=[CH:10][CH:9]=2)[CH:6]=[CH:5][CH:4]=[CH:3][CH:2]=1.[OH-].[Na+]>C(O)C>[NH2:16][CH:15]([CH2:20][C:21]1[CH:26]=[CH:25][CH:24]=[C:23]([O:27][C:28]([F:32])([F:33])[CH:29]([F:30])[F:31])[CH:22]=1)[CH:14]([C:11]1[CH:10]=[CH:9][C:8]([O:7][C:1]2[CH:2]=[CH:3][CH:4]=[CH:5][CH:6]=2)=[CH:13][CH:12]=1)[OH:18] |f:1.2|. The product is NC(C(O)C1=CC=C(C=C1)OC1=CC=CC=C1)CC1=CC(=CC=C1)OC(C(F)F)(F)F ((1RS,2SR)-2-amino-1-(4-(phenyloxy)phenyl)-3-(3-((1,1,2,2-tetrafluoroethyl)oxy)phenyl)-1-propanol). Starting materials: OCCc1ccccc1, CCOC(CCCl)OCC, CS(=O)(=O)O, C[N+](=O)[O-]. Yields the product CCOC(CCCl)OCCc1ccccc1. As a reaction SMILES: [CH2:11]([OH:12])[CH2:19][c:13]1[cH:14][cH:15][cH:16][cH:17][cH:18]1.[CH2:1]([CH3:2])[O:3][CH:4]([CH2:5][CH2:6][Cl:7])[O:8][CH2:9][CH3:10].[CH3:20][S:21](=[O:22])(=[O:23])[OH:24].[N+:25]([CH3:26])([O-:27])=[O:28]>>[CH2:1]([CH2:2][c:13]1[cH:14][cH:15][cH:16][cH:17][cH:18]1)[O:3][CH:4]([CH2:5][CH2:6][Cl:7])[O:8][CH2:9][CH3:10]. Starting materials: COC(CN(CC(=O)OC)C1=CC(=CC(=C1)OCCCCCCCCCCCCCCCCCC)O)=O (N-[3-hydroxy-5-(octadecyloxy)phenyl]-N-(2-methoxy-2-oxoethyl)glycine methyl ester), BrCCCOC1=CC=C(C=C1)S(=O)(=O)C (1-(3-bromopropoxy)-4-(methylsulfonyl) benzene), C([O-])([O-])=O.[K+].[K+] (potassium carbonate), [I-].[Na+] (sodium iodide). The solvent is CC(=O)C (acetone), CN(C)C=O (DMF). Product: COC(CN(C1=CC(=CC(=C1)OCCCCCCCCCCCCCCCCCC)OCCCOC1=CC=C(C=C1)S(=O)(=O)C)CC(=O)OC)=O (N-(2-methoxy-2-oxoethyl)-N-[3-[3-[4-(methylsulfonyl)phenoxy]propoxy]-5-(octadecyloxy)-phenyl]glycine methyl ester). Yield: 73.1%. As a reaction SMILES: [CH3:1][O:2][C:3](=[O:37])[CH2:4][N:5]([C:11]1[CH:16]=[C:15]([O:17][CH2:18][CH2:19][CH2:20][CH2:21][CH2:22][CH2:23][CH2:24][CH2:25][CH2:26][CH2:27][CH2:28][CH2:29][CH2:30][CH2:31][CH2:32][CH2:33][CH2:34][CH3:35])[CH:14]=[C:13]([OH:36])[CH:12]=1)[CH2:6][C:7]([O:9][CH3:10])=[O:8].Br[CH2:39][CH2:40][CH2:41][O:42][C:43]1[CH:48]=[CH:47][C:46]([S:49]([CH3:52])(=[O:51])=[O:50])=[CH:45][CH:44]=1.C(=O)([O-])[O-].[K+].[K+].[I-].[Na+]>CC(C)=O.CN(C=O)C>[CH3:1][O:2][C:3](=[O:37])[CH2:4][N:5]([CH2:6][C:7]([O:9][CH3:10])=[O:8])[C:11]1[CH:16]=[C:15]([O:17][CH2:18][CH2:19][CH2:20][CH2:21][CH2:22][CH2:23][CH2:24][CH2:25][CH2:26][CH2:27][CH2:28][CH2:29][CH2:30][CH2:31][CH2:32][CH2:33][CH2:34][CH3:35])[CH:14]=[C:13]([O:36][CH2:39][CH2:40][CH2:41][O:42][C:43]2[CH:48]=[CH:47][C:46]([S:49]([CH3:52])(=[O:51])=[O:50])=[CH:45][CH:44]=2)[CH:12]=1 |f:2.3.4,5.6|. Procedure details: A mixture of 1.0 g (1.92 mmol) of N-[3-hydroxy-5-(octadecyloxy)phenyl]-N-(2-methoxy-2-oxoethyl)glycine methyl ester, 0.84 g (2.88 mmol) of 1-(3-bromopropoxy)-4-(methylsulfonyl) benzene, 0.53 g (3.83 mmol) of potassium carbonate and 0.3 g (1.92 mmol) of sodium iodide in 30 ml of acetone and 6 ml of DMF was stirred at refluxunder argon for 72 hours. The solvents were removed at reduced pressure andthe residual oil was purified by three recrystallizations from methylene chloride-methanol to give 1....